Dataset: the Open Reaction Database (ORD), a public repository of structured organic reaction records. Task: describe an organic reaction: reactants, conditions, products, and yield The reactants are [BH3-]C#N, CO, CC(=O)O, CC=O, N#Cc1cncc(N)c1, [Na+], [Na+], [Na+], O=C([O-])[O-]. Product: CCNc1cncc(C#N)c1. As a reaction SMILES: [C:13]([BH3-:14])#[N:15].[CH3:23][OH:24].[CH3:25][C:26](=[O:27])[OH:28].[CH:10]([CH3:11])=[O:12].[NH2:1][c:2]1[cH:3][c:4]([C:8]#[N:9])[cH:5][n:6][cH:7]1.[Na+:16].[Na+:17].[Na+:18].[O-:19][C:20](=[O:21])[O-:22]>>[NH:1]([c:2]1[cH:3][c:4]([C:8]#[N:9])[cH:5][n:6][cH:7]1)[CH2:10][CH3:11]. Starting materials: [OH-].[Na+] (sodium hydroxide), COC(=O)C=1C=CC=2NC3=CC=CC=C3C2C1 (Carbazole-3-carboxylic acid methyl ester), Cl (hydrochloric acid). Run in CO (methanol). Reaction conditions: temperature 60 celsius, time 3 hour. The product is C1=CC(=CC=2C3=CC=CC=C3NC12)C(=O)O (carbazole-3-carboxylic acid). Yield: 97.2%. Reaction SMILES: C[O:2][C:3]([C:5]1[CH:6]=[CH:7][C:8]2[NH:9][C:10]3[C:15]([C:16]=2[CH:17]=1)=[CH:14][CH:13]=[CH:12][CH:11]=3)=[O:4].[OH-].[Na+].Cl>CO>[CH:7]1[C:8]2[NH:9][C:10]3[C:15](=[CH:14][CH:13]=[CH:12][CH:11]=3)[C:16]=2[CH:17]=[C:5]([C:3]([OH:4])=[O:2])[CH:6]=1 |f:1.2|. Reported procedure: Carbazole-3-carboxylic acid methyl ester (450 mg) was dissolved in 7 mL of methanol, and the solution was added with 2.5 mL of 2 N aqueous sodium hydroxide, and stirred at 60° C. for 3 hours. Subsequently, the reaction mixture was cooled and then neutralized with hydrochloric acid, and the deposited precipitates were collected to obtain 410 mg of carbazole-3-carboxylic acid. The resulting carbazole-3-carboxylic acid (205 mg), 6-(1-naphthalenesulfonyl)aminopentylamine (292 mg) obtained in the exa... Starting materials: BrB(Br)Br, ClCCl, COc1ccc2c(c1)CCCC2(C)C. Yields the product CC1(C)CCCc2cc(O)ccc21. Reaction SMILES: [B:15]([Br:16])([Br:17])[Br:18].[CH2:19]([Cl:20])[Cl:21].[CH3:1][O:2][c:3]1[cH:4][c:5]2[c:10]([cH:11][cH:12]1)[C:9]([CH3:13])([CH3:14])[CH2:8][CH2:7][CH2:6]2>>[OH:2][c:3]1[cH:4][c:5]2[c:10]([cH:11][cH:12]1)[C:9]([CH3:13])([CH3:14])[CH2:8][CH2:7][CH2:6]2. Starting materials: FC=1C=NC=CC1NN1C=C(C2=CC=CC=C12)C (N-(3-fluoro-4-pyridinyl)-3-methyl-1H-indol-1-amine), ClCC(=O)OCC (Ethyl chloroacetate), O (water), [H-].[Na+] (NaH). The solvent is CN(C=O)C (DMF), CN(C=O)C (DMF), CN(C=O)C (dimethylformamide). Reaction conditions: temperature -20 celsius, time 15 minute. Yields the product C(C)OC(CN(N1C=C(C2=CC=CC=C12)C)C1=C(C=NC=C1)F)=O (N-(3-Fluoro-4-pyridinyl)-N-(3-methyl-1H-indol-1-yl)glycine ethyl ester). As a reaction SMILES: [H-].[Na+].[F:3][C:4]1[CH:5]=[N:6][CH:7]=[CH:8][C:9]=1[NH:10][N:11]1[C:19]2[C:14](=[CH:15][CH:16]=[CH:17][CH:18]=2)[C:13]([CH3:20])=[CH:12]1.Cl[CH2:22][C:23]([O:25][CH2:26][CH3:27])=[O:24].O>CN(C)C=O>[CH2:26]([O:25][C:23](=[O:24])[CH2:22][N:10]([C:9]1[CH:8]=[CH:7][N:6]=[CH:5][C:4]=1[F:3])[N:11]1[C:19]2[C:14](=[CH:15][CH:16]=[CH:17][CH:18]=2)[C:13]([CH3:20])=[CH:12]1)[CH3:27] |f:0.1|. Reported procedure: To a suspension of NaH (60% in oil, 1.48 g) in 10 ml of dimethylformamide (DMF) at ice bath temperature was added dropwise a solution of N-(3-fluoro-4-pyridinyl)-3-methyl-1H-indol-1-amine (8.5 g) in 40 ml of DMF. when addition was complete, the mixture was stirred for 15 minutes at ice bath temperature, and then cooled to -20° C. Ethyl chloroacetate (3.95 ml) was added dropwise in 10 ml of DMF. The mixture was stirred at -20° C. for one hour. The mixture was then poured into water and extracted ... Starting materials: C(C)(C)(C)OC(=O)N1CC(C1)(F)C1=CC=C(C=C1)C(CC(C(F)(F)F)(C[N+](=O)[O-])C1=CC(=CC(=C1)Cl)Cl)=O (3-{4-[3-(3,5-dichloro-phenyl)-4,4,4-trifluoro-3-nitromethyl-butyryl]-phenyl}-3-fluoro-azetidine-1-carboxylic acid tert-butyl ester). The reagents and catalysts are [Ni] (Raney-Nickel). The solvent is C(C)O (ethanol). Reaction conditions: time 16 hour. Yields the product C(C)(C)(C)OC(=O)N1CC(C1)(F)C1=CC=C(C=C1)C1=NCC(C1)(C(F)(F)F)C1=CC(=CC(=C1)Cl)Cl (3-{4-[4-(3,5-dichloro-phenyl)-4-trifluoromethyl-4,5-dihydro-3H-pyrrol-2-yl]-phenyl}-3-fluoro-azetidine-1-carboxylic acid tert-butyl ester). Isolated yield 27.0%. Reaction SMILES: [C:1]([O:5][C:6]([N:8]1[CH2:11][C:10]([C:13]2[CH:18]=[CH:17][C:16]([C:19](=O)[CH2:20][C:21]([C:30]3[CH:35]=[C:34]([Cl:36])[CH:33]=[C:32]([Cl:37])[CH:31]=3)([CH2:26][N+:27]([O-])=O)[C:22]([F:25])([F:24])[F:23])=[CH:15][CH:14]=2)([F:12])[CH2:9]1)=[O:7])([CH3:4])([CH3:3])[CH3:2]>C(O)C.[Ni]>[C:1]([O:5][C:6]([N:8]1[CH2:11][C:10]([C:13]2[CH:18]=[CH:17][C:16]([C:19]3[CH2:20][C:21]([C:30]4[CH:35]=[C:34]([Cl:36])[CH:33]=[C:32]([Cl:37])[CH:31]=4)([C:22]([F:25])([F:24])[F:23])[CH2:26][N:27]=3)=[CH:15][CH:14]=2)([F:12])[CH2:9]1)=[O:7])([CH3:4])([CH3:3])[CH3:2]. Procedure: The solution of 3-{4-[3-(3,5-dichloro-phenyl)-4,4,4-trifluoro-3-nitromethyl-butyryl]-phenyl}-3-fluoro-azetidine-1-carboxylic acid tert-butyl ester (1.09 g, 1.881 mmol, 1 eq.) in ethanol (12 mL) was purged with nitrogen gas for 30 minutes. To this reaction mixture was added Raney-Nickel (50% suspension in water, 0.24 g). Resulting reaction mixture was stirred under hydrogen balloon atmosphere for 16 hours at room temperature. After complete consumption of starting material, the reaction mixture w... Starting materials: CCOCC, CN=C=O, CC1NOCCc2ccccc21. The product is CNC(=O)N1OCCc2ccccc2C1C. As a reaction SMILES: [CH3:17][CH2:18][O:19][CH2:20][CH3:21].[CH3:1][N:2]=[C:3]=[O:4].[CH3:5][CH:6]1[NH:7][O:8][CH2:9][CH2:10][c:11]2[c:12]1[cH:13][cH:14][cH:15][cH:16]2>>[CH3:1][NH:2][C:3](=[O:4])[N:7]1[CH:6]([CH3:5])[c:12]2[c:11]([cH:16][cH:15][cH:14][cH:13]2)[CH2:10][CH2:9][O:8]1. The reactants are N1=C(C=CC=2CCCNC12)C=O (5,6,7,8-tetrahydro-[1,8]naphthyridine-2-carbaldehyde), C(=O)(OCC)C=P(C1=CC=CC=C1)(C1=CC=CC=C1)C1=CC=CC=C1 ((carbethoxymethylene)triphenylphosphorane). The solvent is C1(=CC=CC=C1)C (toluene). Run at time 12 hour. Yields the product C(C)OC(C=CC1=NC=2NCCCC2C=C1)=O (3-(5,6,7,8-Tetrahydro-[1,8]naphthyridin-2-yl)-acrylic acid ethyl ester). RXN SMILES: [N:1]1[C:10]2[NH:9][CH2:8][CH2:7][CH2:6][C:5]=2[CH:4]=[CH:3][C:2]=1[CH:11]=O.[C:13]([CH:18]=P(C1C=CC=CC=1)(C1C=CC=CC=1)C1C=CC=CC=1)([O:15][CH2:16][CH3:17])=[O:14]>C1(C)C=CC=CC=1>[CH2:16]([O:15][C:13](=[O:14])[CH:18]=[CH:11][C:2]1[CH:3]=[CH:4][C:5]2[CH2:6][CH2:7][CH2:8][NH:9][C:10]=2[N:1]=1)[CH3:17]. Procedure: A solution of 5,6,7,8-tetrahydro-[1,8]naphthyridine-2-carbaldehyde (4-7, 2 g, 12.34 mmol) and (carbethoxymethylene)triphenylphosphorane (4.3 g, 12.34 mmol) in toluene (60 mL) was heated to reflux for 4 hours and stirred at ambient temperature for 12 hours. Following evaporative removal of the solvent, the residue was chromatographed (silica gel, 50% EtOAc/hexanes) to give 4-8 as a yellow solid. Starting materials: ice water, C(C)(=O)O (acetic acid), C(C)(C)(C)OC(NO)=O (t-butyl-N-hydroxycarbamate), [OH-] (hydroxide), P(O)(O)=O.C(C)C(C)(C(C1=NN(C=N1)C(C1=CC=CC=C1)(C1=CC=CC=C1)C1=CC=CC=C1)Br)CC (diethyl 3-bromo-3(1-trityl-1,2,4-triazol-3-yl)propane phosphonate). The solvent is C(C)O (ethanol). Yields the product P(O)(O)=O.C(C)C(C)(C(C1=NN(C=N1)C(C1=CC=CC=C1)(C1=CC=CC=C1)C1=CC=CC=C1)ONC(=O)OC(C)(C)C)CC (diethyl 3-t-butoxycarbonylaminoxy-3(1-trityl-1,2,4-triazol-3-yl)propane phosphonate). The yield is 104.4%. Reaction SMILES: [C:1]([O:5][C:6](=[O:9])[NH:7][OH:8])([CH3:4])([CH3:3])[CH3:2].[OH-].[PH:11](=[O:14])([OH:13])[OH:12].[CH2:15]([C:17]([CH2:45][CH3:46])([CH:19](Br)[C:20]1[N:24]=[CH:23][N:22]([C:25]([C:38]2[CH:43]=[CH:42][CH:41]=[CH:40][CH:39]=2)([C:32]2[CH:37]=[CH:36][CH:35]=[CH:34][CH:33]=2)[C:26]2[CH:31]=[CH:30][CH:29]=[CH:28][CH:27]=2)[N:21]=1)[CH3:18])[CH3:16].C(O)(=O)C>C(O)C>[PH:11](=[O:12])([OH:14])[OH:13].[CH2:45]([C:17]([CH2:15][CH3:16])([CH:19]([O:8][NH:7][C:6]([O:5][C:1]([CH3:4])([CH3:3])[CH3:2])=[O:9])[C:20]1[N:24]=[CH:23][N:22]([C:25]([C:38]2[CH:39]=[CH:40][CH:41]=[CH:42][CH:43]=2)([C:32]2[CH:33]=[CH:34][CH:35]=[CH:36][CH:37]=2)[C:26]2[CH:31]=[CH:30][CH:29]=[CH:28][CH:27]=2)[N:21]=1)[CH3:18])[CH3:46] |f:2.3,6.7|. Procedure details: A stirred solution of t-butyl-N-hydroxycarbamate (0.25 g) in ethanol (10 ml) was treated with postassium hydroxide (0.10 g), then diethyl 3-bromo-3(1-trityl-1,2,4-triazol-3-yl)propane phosphonate (1.0 g, prepared as described in Example 29) added. The mixture was allowed to stand for twenty hours, poured into ice-water, neutralized with a little acetic acid and extracted with ethyl acetate. The extracts were washed with brine, dried over magnesium sulphate, and evaporated under reduced pressure ...